This data is from the Open Reaction Database (ORD), a public repository of structured organic reaction records. The task is: describe an organic reaction: reactants, conditions, products, and yield The reactants are C([C@H](O)CC(=O)O)(=O)O (D-malic acid), C1(CCCCC1)N=C=NC1CCCCC1 (dicyclohexylcarbodiimide), C(C1=CC=CC=C1)O (benzyl alcohol). Solvent: C1CCOC1 (THF). Reaction conditions: time 45 minute. Product: C(C1=CC=CC=C1)OC([C@H](O)CC(=O)O)=O (D-malic acid monobenzyl ester). Yield: 64.0%. RXN SMILES: [C:1]([OH:9])(=[O:8])[C@@H:2]([CH2:4][C:5]([OH:7])=[O:6])[OH:3].C1(N=C=NC2CCCCC2)CCCCC1.[CH2:25](O)[C:26]1[CH:31]=[CH:30][CH:29]=[CH:28][CH:27]=1>C1COCC1>[CH2:25]([O:8][C:1](=[O:9])[C@@H:2]([CH2:4][C:5]([OH:7])=[O:6])[OH:3])[C:26]1[CH:31]=[CH:30][CH:29]=[CH:28][CH:27]=1. Reported procedure: To a solution of D-malic acid (18.8 g., 140.2 mmole) in 150 ml. of freshly-distilled THF was added dicyclohexylcarbodiimide (DCC, 1.1 equiv.) and the mixture was stirred at room temperature for 45 minutes. The reaction mixture was filtered to remove the precipitate of dicyclohexylurea which formed. The precipitate was washed with two 50 ml. portions of THF and the washings were combined with the filtrate. To the combined filtrate and washings were added two equivalents of benzyl alcohol and the ... Reactants: CN(C)C=O, Cn1ncnc1CCl, ClCCl, Cl, [H-], [Na+], Oc1nc2c(-c3ccccc3)nncn2c1-c1ccccc1, c1c[nH]nn1, c1nc2cnn[nH]c-2n1. Product: Cn1ncnc1COc1nc2c(-c3ccccc3)nncn2c1-c1ccccc1. As a reaction SMILES: [CH3:48][N:49]([CH3:50])[CH:51]=[O:52].[Cl:24][CH2:25][c:26]1[n:27]([CH3:31])[n:28][cH:29][n:30]1.[Cl:53][CH2:54][Cl:55].[ClH:23].[H-:32].[Na+:33].[c:1]1(-[c:7]2[c:8]([OH:22])[n:9][c:10]3[n:11]2[cH:12][n:13][n:14][c:15]3-[c:16]2[cH:17][cH:18][cH:19][cH:20][cH:21]2)[cH:2][cH:3][cH:4][cH:5][cH:6]1.[nH:34]1[cH:35][cH:36][n:37][n:38]1.[nH:39]1[c:40]2[n:41][cH:42][n:43][c:44]-2[cH:45][n:46][n:47]1>>[c:1]1(-[c:7]2[c:8]([O:22][CH2:25][c:26]3[n:27]([CH3:31])[n:28][cH:29][n:30]3)[n:9][c:10]3[n:11]2[cH:12][n:13][n:14][c:15]3-[c:16]2[cH:17][cH:18][cH:19][cH:20][cH:21]2)[cH:2][cH:3][cH:4][cH:5][cH:6]1.